The task is: describe an organic reaction: reactants, conditions, products, and yield. This data is from the Open Reaction Database (ORD), a public repository of structured organic reaction records. The reactants are C(C)(=O)OC1=CC=2C=3C(C(=NSCC13)N(C(=O)OC(C)(C)C)C(=O)OC(C)(C)C)=NN(N2)CC2=NC=C(C(=C2C)OC)C (4-[Bis(tert-butoxycarbonyl)amino]-2-[(4-methoxy-3,5-dimethylpyridin-2-yl)methyl]-2,7-dihydro-6-thia-1,2,3,5-tetraazabenzo[cd]azulen-8-yl acetate), C([O-])([O-])=O.[K+].[K+] (potassium carbonate), [Cl-].[NH4+] (ammonium chloride), raw material. The solvent is CO (methanol). The product is COC1=C(C(=NC=C1C)CN1N=C2C=3C(CC(C3CSN=C2N(C(=O)OC(C)(C)C)C(=O)OC(C)(C)C)=O)=N1)C (Di-tert-butyl {2-[(4-methoxy-3,5-dimethylpyridin-2-yl)methyl]-8-oxo-2,7,8,9-tetrahydro-6-thia-1,2,3,5-tetraazabenzo[cd]azulen-4-yl}imidodicarbonate). Yield: 91.1%. As a reaction SMILES: C([O:4][C:5]1[C:14]2[CH2:13][S:12][N:11]=[C:10]([N:15]([C:23]([O:25][C:26]([CH3:29])([CH3:28])[CH3:27])=[O:24])[C:16]([O:18][C:19]([CH3:22])([CH3:21])[CH3:20])=[O:17])[C:9]3=[N:30][N:31]([CH2:33][C:34]4[C:39]([CH3:40])=[C:38]([O:41][CH3:42])[C:37]([CH3:43])=[CH:36][N:35]=4)[N:32]=[C:7]([C:8]=23)[CH:6]=1)(=O)C.C(=O)([O-])[O-].[K+].[K+].[Cl-].[NH4+]>CO>[CH3:42][O:41][C:38]1[C:37]([CH3:43])=[CH:36][N:35]=[C:34]([CH2:33][N:31]2[N:32]=[C:7]3[CH2:6][C:5](=[O:4])[C:14]4[CH2:13][S:12][N:11]=[C:10]([N:15]([C:16]([O:18][C:19]([CH3:22])([CH3:21])[CH3:20])=[O:17])[C:23]([O:25][C:26]([CH3:29])([CH3:28])[CH3:27])=[O:24])[C:9]([C:8]=43)=[N:30]2)[C:39]=1[CH3:40] |f:1.2.3,4.5|. Procedure: A mixture of 4-[bis(tert-butoxycarbonyl)amino]-2-[(4-methoxy-3,5-dimethylpyridin-2-yl)methyl]-2,7-dihydro-6-thia-1,2,3,5-tetraazabenzo[cd]azulen-8-yl acetate of Example 39 (507 mg), methanol (12 mL) and potassium carbonate (57 mg) was stirred under cooling in an ice bath for 30 minutes. After confirming that the raw material disappeared, a saturated ammonium chloride solution was added to the reaction mixture, followed by extraction with ethyl acetate. The organic layer was washed with brine, an... The reactants are [F-].C(CCC)[N+](CCCC)(CCCC)CCCC.O1CCCC1 (tetrabutylammonium fluoride tetrahydrofuran), O1CCCC1 (tetrahydrofuran), C(C1=CC=CC=C1)OC1=C(C(=O)NC2=C(C(=O)OC(C)(C)C)C=CC(=C2)C2=CC=CC=C2)C=C(C=C1)N1CCC(CC1)O[Si](C)(C)C(C)(C)C (tert-butyl 2-(2-(benzyloxy)-5-(4-(tert-butyldimethylsilyloxy)piperidin-1-yl)benzamido)-4-phenylbenzoate), [F-].C(CCC)[N+](CCCC)(CCCC)CCCC.O1CCCC1 (tetrabutylammonium fluoride tetrahydrofuran), O (Water). Solvent: C(Cl)(Cl)Cl (chloroform). Run at time 1 hour. Product: C(C1=CC=CC=C1)OC1=C(C(=O)NC2=C(C(=O)OC(C)(C)C)C=CC(=C2)C2=CC=CC=C2)C=C(C=C1)N1CCC(CC1)O (tert-butyl 2-(2-(benzyloxy)-5-(4-hydroxypiperidin-1-yl)benzamido)-4-phenylbenzoate). Isolated yield 86.1%. As a reaction SMILES: [F-].C([N+](CCCC)(CCCC)CCCC)CCC.O1CCCC1.O1CCCC1.[CH2:29]([O:36][C:37]1[CH:64]=[CH:63][C:62]([N:65]2[CH2:70][CH2:69][CH:68]([O:71][Si](C(C)(C)C)(C)C)[CH2:67][CH2:66]2)=[CH:61][C:38]=1[C:39]([NH:41][C:42]1[CH:54]=[C:53]([C:55]2[CH:60]=[CH:59][CH:58]=[CH:57][CH:56]=2)[CH:52]=[CH:51][C:43]=1[C:44]([O:46][C:47]([CH3:50])([CH3:49])[CH3:48])=[O:45])=[O:40])[C:30]1[CH:35]=[CH:34][CH:33]=[CH:32][CH:31]=1.O>C(Cl)(Cl)Cl>[CH2:29]([O:36][C:37]1[CH:64]=[CH:63][C:62]([N:65]2[CH2:70][CH2:69][CH:68]([OH:71])[CH2:67][CH2:66]2)=[CH:61][C:38]=1[C:39]([NH:41][C:42]1[CH:54]=[C:53]([C:55]2[CH:56]=[CH:57][CH:58]=[CH:59][CH:60]=2)[CH:52]=[CH:51][C:43]=1[C:44]([O:46][C:47]([CH3:50])([CH3:49])[CH3:48])=[O:45])=[O:40])[C:30]1[CH:31]=[CH:32][CH:33]=[CH:34][CH:35]=1 |f:0.1.2|. Reported procedure: A 1.0 mol/L tetrabutylammonium fluoride-tetrahydrofuran solution (0.56 mL) was added to a tetrahydrofuran (3.2 mL) solution of the obtained tert-butyl 2-(2-(benzyloxy)-5-(4-(tert-butyldimethylsilyloxy)piperidin-1-yl)benzamido)-4-phenylbenzoate (0.32 g), followed by stirring at room temperature for 1 hour. A 1.0 mol/L tetrabutylammonium fluoride-tetrahydrofuran solution (0.28 mL) was added to the reaction mixture, followed by stirring at room temperature for 4 hours. Water was added to the reacti... Starting materials: B(OC1=CC=C(C=C1)SCC)([O-])[O-] (4-ethylthiophenyl borate), BrC=1C=CC2=C(C=C(CCN2C)C(=O)NC2=CC=C(C=C2)CN(C2CCOCC2)C)C1 (7-bromo-1-methyl-N-[4-[[N-methyl-N-(tetrahydro-2H-pyran-4-yl)amino]methyl]phenyl]-2,3-dihydro-1-benzazepine-4-carboxamide), tetrakistriphenylphosphine palladium, C([O-])([O-])=O.[K+].[K+] (potassium carbonate). The solvent is O.C(C)O.C1(=CC=CC=C1)C (water ethanol toluene), C(C)(=O)OCC (ethyl acetate). Reaction conditions: time 30 minute. The product is C(C)SC1=CC=C(C=C1)C=1C=CC2=C(C=C(CCN2C)C(=O)NC2=CC=C(C=C2)CN(C2CCOCC2)C)C1 (7-(4-ethylthiophenyl)-1-methyl-N-[4-[[N-methyl-N-(tetrahydro-2H-pyran-4-yl)amino]methyl]phenyl]-2,3-dihydro-1-benzazepine-4-carboxamide). The yield is 34.2%. Reaction SMILES: B([O-])([O-])O[C:3]1[CH:8]=[CH:7][C:6]([S:9][CH2:10][CH3:11])=[CH:5][CH:4]=1.Br[C:15]1[CH:16]=[CH:17][C:18]2[N:24]([CH3:25])[CH2:23][CH2:22][C:21]([C:26]([NH:28][C:29]3[CH:34]=[CH:33][C:32]([CH2:35][N:36]([CH3:43])[CH:37]4[CH2:42][CH2:41][O:40][CH2:39][CH2:38]4)=[CH:31][CH:30]=3)=[O:27])=[CH:20][C:19]=2[CH:44]=1.C(=O)([O-])[O-].[K+].[K+]>O.C(O)C.C1(C)C=CC=CC=1.C(OCC)(=O)C>[CH2:10]([S:9][C:6]1[CH:7]=[CH:8][C:3]([C:15]2[CH:16]=[CH:17][C:18]3[N:24]([CH3:25])[CH2:23][CH2:22][C:21]([C:26]([NH:28][C:29]4[CH:30]=[CH:31][C:32]([CH2:35][N:36]([CH3:43])[CH:37]5[CH2:42][CH2:41][O:40][CH2:39][CH2:38]5)=[CH:33][CH:34]=4)=[O:27])=[CH:20][C:19]=3[CH:44]=2)=[CH:4][CH:5]=1)[CH3:11] |f:2.3.4,5.6.7|. Reported procedure: In water/ethanol/toluene (1:1:10, 18.0 ml) were dissolved 4-ethylthiophenyl borate (264 mg) and 7-bromo-1-methyl-N-[4-[[N-methyl-N-(tetrahydro-2H-pyran-4-yl)amino]methyl]phenyl]-2,3-dihydro-1-benzazepine-4-carboxamide (439 mg), and to the mixture was added potassium carbonate (301 mg). Under argon atmosphere, the mixture was stirred for 30 minutes, and to the mixture was added tetrakistriphenylphosphine palladium (42 mg). Under argon atmosphere, the mixture was refluxed for 17.5 hours, and the m... Starting materials: FCCOC1=CC=C(C(=O)Cl)C=C1 (4-(2-fluoroethyloxy)benzoyl chloride), ( 6 ), ( 7 ), FC1=C2C=CN(C2=CC=C1)[C@H]1[C@H](OC(C)=O)[C@@H](OC(C)=O)[C@H](OC(C)=O)[C@H](O1)COC(C)=O (4-Fluoro-1-(2,3,4,6-tetra-O-acetyl-β-D-glucopyranosyl)indole). The product is FC1=C2C(=CN(C2=CC=C1)[C@H]1[C@H](O)[C@@H](O)[C@H](O)[C@H](O1)CO)CC1=CC=C(C=C1)OCCF (4-Fluoro-3-(4-(2-fluoroethyloxy)phenylmethyl)-1-(β-D-gluco-pyranosyl)indole). As a reaction SMILES: [F:1][C:2]1[CH:10]=[CH:9][CH:8]=[C:7]2[C:3]=1[CH:4]=[CH:5][N:6]2[C@@H:11]1[O:28][C@H:27]([CH2:29][O:30]C(=O)C)[C@@H:22]([O:23]C(=O)C)[C@H:17]([O:18]C(=O)C)[C@H:12]1[O:13]C(=O)C.[F:34][CH2:35][CH2:36][O:37][C:38]1[CH:46]=[CH:45][C:41]([C:42](Cl)=O)=[CH:40][CH:39]=1>>[F:1][C:2]1[CH:10]=[CH:9][CH:8]=[C:7]2[C:3]=1[C:4]([CH2:42][C:41]1[CH:40]=[CH:39][C:38]([O:37][CH2:36][CH2:35][F:34])=[CH:46][CH:45]=1)=[CH:5][N:6]2[C@@H:11]1[O:28][C@H:27]([CH2:29][OH:30])[C@@H:22]([OH:23])[C@H:17]([OH:18])[C@H:12]1[OH:13]. Procedure: 4-Fluoro-1-(2,3,4,6-tetra-O-acetyl-β-D-glucopyranosyl)indole obtained in Example 2-(3) and 4-(2-fluoroethyloxy)benzoyl chloride were treated in a manner similar to Example 2-(4), (5), (6) and (7) to give the titled compound as a colorless powder. APCI-Mass m/Z 467 (M+NH4). 1H-NMR (DMSO-d6) δ 3.15-3.41 (m, 4H), 3.65 (m, 2H), 4.01 (s, 2H), 4.12 (m, 1H), 4.22 (dd, J=4.7, 3.2 Hz, 1H), 4.53 (t, J=5.5 Hz, 1H), 4.63 (m, 1H), 4.78 (m, 1H), 5.09 (d, J=5.3 Hz, 1H), 5.16 (d, J=5.0 Hz, 1H), 5.21 (d, J=5.9 H...